This data is from the Open Reaction Database (ORD), a public repository of structured organic reaction records. The task is: describe an organic reaction: reactants, conditions, products, and yield The reactants are O=[N+]([O-])c1c(F)c(F)cc(F)c1OCc1ccccc1, CCO, [Cl-], [NH4+], O, [Zn]. Product: Nc1c(F)c(F)cc(F)c1OCc1ccccc1. Reaction SMILES: [CH2:1]([c:2]1[cH:3][cH:4][cH:5][cH:6][cH:7]1)[O:8][c:9]1[c:10]([F:20])[cH:11][c:12]([F:19])[c:13]([F:18])[c:14]1[N+:15]([O-:16])=[O:17].[CH3:23][CH2:24][OH:25].[Cl-:21].[NH4+:22].[OH2:27].[Zn:26]>>[CH2:1]([c:2]1[cH:3][cH:4][cH:5][cH:6][cH:7]1)[O:8][c:9]1[c:10]([F:20])[cH:11][c:12]([F:19])[c:13]([F:18])[c:14]1[NH2:15]. Reactants: O=C([O-])[O-], CCC(C)=O, CN1CC(=O)NC1=O, CN(C)C=O, [K+], [K+], Cc1ccc(S(=O)(=O)OCC2CC3c4cccc5[nH]cc(c45)CC3N(C)C2)cc1. The product is CN1CC(=O)N(CC2CC3c4cccc5[nH]cc(c45)CC3N(C)C2)C1=O. Reaction SMILES: [C:38](=[O:39])([O-:40])[O-:41].[CH2:44]([C:45]([CH3:46])=[O:47])[CH3:48].[CH3:30][N:31]1[C:32](=[O:37])[NH:33][C:34](=[O:36])[CH2:35]1.[CH3:49][N:50]([CH3:51])[CH:52]=[O:53].[K+:42].[K+:43].[O:1]([S:2]([c:3]1[cH:4][cH:5][c:6]([CH3:7])[cH:8][cH:9]1)(=[O:10])=[O:11])[CH2:12][CH:13]1[CH2:14][N:15]([CH3:29])[CH:16]2[CH2:17][c:18]3[cH:19][nH:20][c:21]4[cH:22][cH:23][cH:24][c:25]([c:28]34)[CH:26]2[CH2:27]1>>[CH2:12]([CH:13]1[CH2:14][N:15]([CH3:29])[CH:16]2[CH2:17][c:18]3[cH:19][nH:20][c:21]4[cH:22][cH:23][cH:24][c:25]([c:28]34)[CH:26]2[CH2:27]1)[N:33]1[C:32](=[O:37])[N:31]([CH3:30])[CH2:35][C:34]1=[O:36]. Reaction SMILES: [CH:1](=[C:8]1[NH:12][C:11](=[O:13])[NH:10][C:9]1=[O:14])[C:2]1[CH:7]=[CH:6][CH:5]=[CH:4][CH:3]=1>[OH-].[Na+].[Ni]>[CH2:1]([CH:8]1[NH:12][C:11](=[O:13])[NH:10][C:9]1=[O:14])[C:2]1[CH:3]=[CH:4][CH:5]=[CH:6][CH:7]=1 |f:1.2|. Procedure details: 190 g (1 mole) of 5-benzylidene-hydantoin are dissolved in 2 l of a N sodium hydroxide solution and 95 g of wet Raney-nickel are added. The hydrogen uptake is terminated after about 6-8 hours (the reaction mixture is shaken at atmospheric pressure). The catalyst is filtered off and washed with N sodium hydroxide. The filtrate is acidified to pH 3 with concentrated hydrochloric acid. The precipitated white crystals are filtered off, dried and washed with cold water. Thus 152 g of the desired comp... Yields the product C(C1=CC=CC=C1)C1C(NC(N1)=O)=O (5-benzyl-hydantoin). Starting materials: C(C1=CC=CC=C1)=C1C(NC(N1)=O)=O (5-benzylidene-hydantoin). The solvent is [OH-].[Na+] (sodium hydroxide). The yield is 79.9%. Reagents/catalysts: [Ni] (Raney-nickel). Starting materials: CCOC(C)=O, CCOC(=O)n1c(C(=O)c2cccc(Cl)c2)c(N)c2cc([N+](=O)[O-])ccc21. The product is Nc1c(C(=O)c2cccc(Cl)c2)[nH]c2ccc([N+](=O)[O-])cc12. As a reaction SMILES: [CH3:28][CH2:29][O:30][C:31](=[O:32])[CH3:33].[NH2:1][c:2]1[c:3]([C:19]([c:20]2[cH:21][c:22]([Cl:26])[cH:23][cH:24][cH:25]2)=[O:27])[n:4]([C:14]([O:15][CH2:16][CH3:17])=[O:18])[c:5]2[cH:6][cH:7][c:8]([N+:11](=[O:12])[O-:13])[cH:9][c:10]12>>[NH2:1][c:2]1[c:3]([C:19]([c:20]2[cH:21][c:22]([Cl:26])[cH:23][cH:24][cH:25]2)=[O:27])[nH:4][c:5]2[cH:6][cH:7][c:8]([N+:11](=[O:12])[O-:13])[cH:9][c:10]12.